describe an organic reaction: reactants, conditions, products, and yield From a dataset of the Open Reaction Database (ORD), a public repository of structured organic reaction records. Starting materials: CC(C)C[Al+]CC(C)C, CCOC(=O)c1cnoc1-c1ccc(OC)c(OC)c1, Cl, [H-], C1CCOC1. Yields the product COc1ccc(-c2oncc2CO)cc1OC. Reaction SMILES: [CH2:22]([Al+:23][CH2:24][CH:25]([CH3:26])[CH3:27])[CH:28]([CH3:29])[CH3:30].[CH3:1][O:2][c:3]1[cH:4][c:5](-[c:11]2[c:12]([C:16](=[O:17])[O:18][CH2:19][CH3:20])[cH:13][n:14][o:15]2)[cH:6][cH:7][c:8]1[O:9][CH3:10].[ClH:31].[H-:21].[O:32]1[CH2:33][CH2:34][CH2:35][CH2:36]1>>[CH3:1][O:2][c:3]1[cH:4][c:5](-[c:11]2[c:12]([CH2:16][OH:17])[cH:13][n:14][o:15]2)[cH:6][cH:7][c:8]1[O:9][CH3:10]. The reactants are C(CCC)(=O)C=1C(CC(CC1O)C1=C(C=C(C=C1C)C)C)=O (2-butyryl-3-hydroxy-5-mesitylcyclohex-2-en-1-one), COC(Cl)Cl (dichloromethyl methyl ether). Reagents/catalysts: [Ti](Cl)(Cl)(Cl)Cl (titanium tetrachloride). Solvent: ClC(C)Cl (dichloroethane), ClC(C)Cl (dichloroethane). The product is C(CCC)(=O)C=1C(CC(CC1O)C1=C(C(=C(C=C1C)C)C=O)C)=O (2-butyryl-3-hydroxy-5-(3-formyl-2,4,6-trimethylphenyl)cyclohex-2-en-1-one). Isolated yield 26.7%. RXN SMILES: [C:1]([C:6]1[C:7](=[O:22])[CH2:8][CH:9]([C:13]2[C:18]([CH3:19])=[CH:17][C:16]([CH3:20])=[CH:15][C:14]=2[CH3:21])[CH2:10][C:11]=1[OH:12])(=[O:5])[CH2:2][CH2:3][CH3:4].[CH3:23][O:24]C(Cl)Cl>ClC(Cl)C.[Ti](Cl)(Cl)(Cl)Cl>[C:1]([C:6]1[C:11](=[O:12])[CH2:10][CH:9]([C:13]2[C:14]([CH3:21])=[CH:15][C:16]([CH3:20])=[C:17]([CH:23]=[O:24])[C:18]=2[CH3:19])[CH2:8][C:7]=1[OH:22])(=[O:5])[CH2:2][CH2:3][CH3:4]. Reported procedure: To a solution of 2-butyryl-3-hydroxy-5-mesitylcyclohex-2-en-1-one (1.20 g) in dichloroethane (20 ml) at 0° C. was added titanium tetrachloride (300 g) over a period of 3 minutes. While the solution was stirred and cooled dichloromethyl methyl ether (0.46 g) in dichloroethane(20 ml) was added dropwise over a 25 minute period. After the addition was complete, the mixture was stirred for 5 minutes at 0° C., for 30 minutes at room temperature and for 2 hours under reflux. The cooled reaction mixture... Starting materials: CCOC(=O)C=P(c1ccccc1)(c1ccccc1)c1ccccc1, CC(C)(C)OC(=O)N1CCC(=O)CC1, Cc1ccccc1. The product is CCOC(=O)C=C1CCN(C(=O)OC(C)(C)C)CC1. As a reaction SMILES: [C:15](=[O:16])([O:17][CH2:18][CH3:19])[CH:20]=[P:21]([c:22]1[cH:23][cH:24][cH:25][cH:26][cH:27]1)([c:28]1[cH:29][cH:30][cH:31][cH:32][cH:33]1)[c:34]1[cH:35][cH:36][cH:37][cH:38][cH:39]1.[C:1]([CH3:2])([CH3:3])([CH3:4])[O:5][C:6](=[O:7])[N:8]1[CH2:9][CH2:10][C:11](=[O:14])[CH2:12][CH2:13]1.[CH3:40][c:41]1[cH:42][cH:43][cH:44][cH:45][cH:46]1>>[C:1]([CH3:2])([CH3:3])([CH3:4])[O:5][C:6](=[O:7])[N:8]1[CH2:9][CH2:10][C:11](=[CH:20][C:15](=[O:16])[O:17][CH2:18][CH3:19])[CH2:12][CH2:13]1. Reactants: FC(C(=O)O)(F)F (Trifluoroacetic acid), C(C)(C)(C)OC(NC=1C=NC(=C(C1I)F)Cl)=O ((6-chloro-5-fluoro-4-iodo-pyridin-3-yl)-carbamic acid tert-butyl ester). The solvent is ClCCl (dichloromethane). Reaction conditions: time 90 minute. Yields the product ClC1=C(C(=C(C=N1)N)I)F (6-Chloro-5-fluoro-4-iodopyridin-3-ylamine). Yield: 98.4%. Reaction SMILES: FC(F)(F)C(O)=O.C(OC(=O)[NH:14][C:15]1[CH:16]=[N:17][C:18]([Cl:23])=[C:19]([F:22])[C:20]=1[I:21])(C)(C)C>ClCCl>[Cl:23][C:18]1[N:17]=[CH:16][C:15]([NH2:14])=[C:20]([I:21])[C:19]=1[F:22]. Procedure: Trifluoroacetic acid (50 mL) was added to a solution of (6-chloro-5-fluoro-4-iodo-pyridin-3-yl)-carbamic acid tert-butyl ester (31 g, 83.2 mmol) in dichloromethane (150 mL) and the resultant reaction mixture was stirred at ambient temperature for 90 minutes. The solvent was evaporated and the resultant residue was treated with ice/water (200 mL), layered with diethyl ether (300 mL) and the pH of the aqueous phase was adjusted to 10 by the addition of solid potassium carbonate solution. The organ... The reactants are ClCCl, O=C(O)C(F)(F)F, CC(C)(C)OC(=O)NC(CCc1nnc(-c2ccc3c(c2)CC(=O)N3)s1)Cc1ccc(C(F)(F)F)nc1. The product is O=C(O)C(F)(F)F, NC(CCc1nnc(-c2ccc3c(c2)CC(=O)N3)s1)Cc1ccc(C(F)(F)F)nc1. RXN SMILES: [Cl:45][CH2:46][Cl:47].[F:1][C:2]([C:3](=[O:4])[OH:5])([F:6])[F:7].[O:8]=[C:9]1[NH:10][c:11]2[cH:12][cH:13][c:14](-[c:18]3[n:19][n:20][c:21]([CH2:23][CH2:24][CH:25]([CH2:26][c:27]4[cH:28][n:29][c:30]([C:33]([F:34])([F:35])[F:36])[cH:31][cH:32]4)[NH:37][C:38](=[O:39])[O:40][C:41]([CH3:42])([CH3:43])[CH3:44])[s:22]3)[cH:15][c:16]2[CH2:17]1>>[F:1][C:2]([C:3](=[O:4])[OH:5])([F:6])[F:7].[O:8]=[C:9]1[NH:10][c:11]2[cH:12][cH:13][c:14](-[c:18]3[n:19][n:20][c:21]([CH2:23][CH2:24][CH:25]([CH2:26][c:27]4[cH:28][n:29][c:30]([C:33]([F:34])([F:35])[F:36])[cH:31][cH:32]4)[NH2:37])[s:22]3)[cH:15][c:16]2[CH2:17]1. Starting materials: Cl.CC=1C=C(CN)C=CC1NS(=O)(=O)C (3-Methyl-4-methanesulfonylaminobenzylamine hydrochloride), C(C)(C)(C)C1=CC=C(C=C1)C=CC(=O)O (3-(4-t-butylphenyl)acrylic acid), C[N+]1(CCOCC1)C2=NC(=NC(=N2)OC)OC.[Cl-] (DMTMM). Solvent: O1CCCC1 (tetrahydrofuran). Run at time 12 hour. Yields the product C(C)(C)(C)C1=CC=C(C=C1)C=CC(=O)NCC1=CC(=C(C=C1)NS(=O)(=O)C)C (3-(4-t-Butyl-phenyl)-N-(3-methyl-4-methanesulfonylamino-benzyl)-acrylamide). Yield: 21.8%. Reaction SMILES: Cl.[CH3:2][C:3]1[CH:4]=[C:5]([CH:8]=[CH:9][C:10]=1[NH:11][S:12]([CH3:15])(=[O:14])=[O:13])[CH2:6][NH2:7].[C:16]([C:20]1[CH:25]=[CH:24][C:23]([CH:26]=[CH:27][C:28](O)=[O:29])=[CH:22][CH:21]=1)([CH3:19])([CH3:18])[CH3:17].C[N+]1(C2N=C(OC)N=C(OC)N=2)CCOCC1.[Cl-]>O1CCCC1>[C:16]([C:20]1[CH:21]=[CH:22][C:23]([CH:26]=[CH:27][C:28]([NH:7][CH2:6][C:5]2[CH:8]=[CH:9][C:10]([NH:11][S:12]([CH3:15])(=[O:14])=[O:13])=[C:3]([CH3:2])[CH:4]=2)=[O:29])=[CH:24][CH:25]=1)([CH3:19])([CH3:17])[CH3:18] |f:0.1,3.4|. Reported procedure: 3-Methyl-4-methanesulfonylaminobenzylamine hydrochloride (140 mg, 0.56 mmol), 3-(4-t-butylphenyl)acrylic acid (1.1 eq, 0.13 g), and DMTMM (1.1 eq, 0.185 g) were added into 25 ml tetrahydrofuran. The reaction mixture was stirred 12 hours at room temperature. After confirming the completion of the reaction with TLC, the reaction mixture was extracted with ethylacetate, washed 1N HCl solution. And the combined organic layer was dried over MgSO4, filtered and concentrated under reduced pressure. The...